Dataset: the Open Reaction Database (ORD), a public repository of structured organic reaction records. Task: describe an organic reaction: reactants, conditions, products, and yield The reactants are CO, COc1cc(OC=O)cc(OC)c1C, Cl, [K+], [K+], O=C([O-])[O-], O. The product is COc1cc(O)cc(OC)c1C. As a reaction SMILES: [CH3:22][OH:23].[CH:1](=[O:2])[O:3][c:4]1[cH:5][c:6]([O:13][CH3:14])[c:7]([CH3:12])[c:8]([O:10][CH3:11])[cH:9]1.[ClH:21].[K+:15].[K+:16].[O-:17][C:18]([O-:19])=[O:20].[OH2:24]>>[OH:3][c:4]1[cH:5][c:6]([O:13][CH3:14])[c:7]([CH3:12])[c:8]([O:10][CH3:11])[cH:9]1. Reactants: C(C)(C)(C)OO (tert-butylhydroperoxide), O=C1CC(N1)CC=CC(=O)OCC1=CC=CC=C1 (benzyl 4-[(2RS)-4-oxoazetidin-2-yl]but-2-enoate), C(C)(C)(C)OO (tert-butylhydroperoxide). The reagents and catalysts are [Na+].[Na+].Cl[Pd+2](Cl)(Cl)Cl (sodium tetrachloropalladate), [Na+].[Na+].Cl[Pd+2](Cl)(Cl)Cl (sodium tetrachloropalladate). Solvent: C(C)(=O)O (acetic acid). Reaction conditions: temperature 50 celsius, time 3 day. Product: O=C(CC(=O)OCC1=CC=CC=C1)CC1NC(C1)=O (benzyl 3-oxo-4-[(2RS)-4-oxoazetidin-2-yl]butanoate). As a reaction SMILES: [O:1]=[C:2]1[NH:5][CH:4]([CH2:6][CH:7]=[CH:8][C:9]([O:11][CH2:12][C:13]2[CH:18]=[CH:17][CH:16]=[CH:15][CH:14]=2)=[O:10])[CH2:3]1.C([O:23]O)(C)(C)C>C(O)(=O)C.[Na+].[Na+].Cl[Pd+2](Cl)(Cl)Cl>[O:23]=[C:7]([CH2:6][CH:4]1[CH2:3][C:2](=[O:1])[NH:5]1)[CH2:8][C:9]([O:11][CH2:12][C:13]1[CH:14]=[CH:15][CH:16]=[CH:17][CH:18]=1)=[O:10] |f:3.4.5|. Procedure details: A mixture of benzyl 4-[(2RS)-4-oxoazetidin-2-yl]but-2-enoate (167 mg), tert-butylhydroperoxide (0.3 ml), and sodium tetrachloropalladate (80 mg) in 67% aqueous acetic acid (2.7 ml) was heated at 50° C. for 8.5 hours. Additional tert-butylhydroperoxide (0.5 ml) and sodium tetrachloropalladate (40 mg) were added. The reaction mixture was stirred at room temperature for three days and heated at 50° C. for 14 hours. After evaporation of the solvent in vacuo, the residue was taken up into ethyl aceta... Starting materials: C#CCO, C1CCNC1, C1CCOC1, [Cu]I, O=C(NC1CN2CCC1CC2)c1cc2ccc(Br)cc2o1, [Na+], [OH-]. Product: O=C(NC1CN2CCC1CC2)c1cc2ccc(C#CCO)cc2o1. Reaction SMILES: [CH2:1]([C:2]#[CH:3])[OH:4].[CH2:26]1[CH2:27][NH:28][CH2:29][CH2:30]1.[CH2:35]1[O:36][CH2:37][CH2:38][CH2:39]1.[Cu:33][I:34].[N:5]12[CH2:6][CH:7]([NH:13][C:14](=[O:15])[c:16]3[o:17][c:18]4[c:19]([cH:20]3)[cH:21][cH:22][c:23]([Br:25])[cH:24]4)[CH:8]([CH2:9][CH2:10]1)[CH2:11][CH2:12]2.[Na+:32].[OH-:31]>>[CH2:1]([C:2]#[C:3][c:23]1[cH:22][cH:21][c:19]2[c:18]([o:17][c:16]([C:14]([NH:13][CH:7]3[CH2:6][N:5]4[CH2:10][CH2:9][CH:8]3[CH2:11][CH2:12]4)=[O:15])[cH:20]2)[cH:24]1)[OH:4]. Reactants: C1(CCCCC1)N1C(=NC2=C1C=C(C(=C2)C(=O)O)C)C2=COC=C2 (1-Cyclohexyl-2-furan-3-yl-6-methyl-1H-benzimidazole-5-carboxylic acid), Cl.COC([C@@H](N)CC1=CNC2=CC=C(C=C12)O)=O (5-hydroxy-(S)-tryptophan methyl ester hydrochloride), BrCC(=O)OC (methyl bromoacetate). Product: C(=O)(O)COC=1C=C2C(=CNC2=CC1)C[C@@H](C(=O)O)NC(=O)C1=CC2=C(N(C(=N2)C2=COC=C2)C2CCCCC2)C=C1C ((S)-3-(5-Carboxymethoxy-1H-indol-3-yl)-2-{[1-(1-cyclohexyl-2-furan-3-yl-6-methyl-1H-benzimidazol-5-yl)-methanoyl]-amino}-propionic acid). RXN SMILES: [CH:1]1([N:7]2[C:11]3[CH:12]=[C:13]([CH3:19])[C:14]([C:16](O)=[O:17])=[CH:15][C:10]=3[N:9]=[C:8]2[C:20]2[CH:24]=[CH:23][O:22][CH:21]=2)[CH2:6][CH2:5][CH2:4][CH2:3][CH2:2]1.Cl.C[O:27][C:28](=[O:42])[C@H:29]([CH2:31][C:32]1[C:40]2[C:35](=[CH:36][CH:37]=[C:38]([OH:41])[CH:39]=2)[NH:34][CH:33]=1)[NH2:30].Br[CH2:44][C:45]([O:47]C)=[O:46]>>[C:45]([CH2:44][O:41][C:38]1[CH:39]=[C:40]2[C:35](=[CH:36][CH:37]=1)[NH:34][CH:33]=[C:32]2[CH2:31][C@H:29]([NH:30][C:16]([C:14]1[C:13]([CH3:19])=[CH:12][C:11]2[N:7]([CH:1]3[CH2:2][CH2:3][CH2:4][CH2:5][CH2:6]3)[C:8]([C:20]3[CH:24]=[CH:23][O:22][CH:21]=3)=[N:9][C:10]=2[CH:15]=1)=[O:17])[C:28]([OH:27])=[O:42])([OH:47])=[O:46] |f:1.2|. Procedure details: 1-Cyclohexyl-2-furan-3-yl-6-methyl-1H-benzimidazole-5-carboxylic acid was coupled to 5-hydroxy-(S)-tryptophan methyl ester hydrochloride in the usual manner (Example 154). The material was then alkylated with methyl bromoacetate as described previously to give after deprotection by saponification and preparative C18 reversed-phase HPLC, the title compound of example 155. Starting materials: [BH4-], NC(Cc1ccccc1)C(=O)N1CCC(N(Cc2ccnc3ccccc23)C(=O)C(F)(F)F)CC1Cc1ccccc1, [Na+]. Yields the product NC(Cc1ccccc1)C(=O)N1CCC(NCc2ccnc3ccccc23)CC1Cc1ccccc1. RXN SMILES: [BH4-:43].[CH2:1]([c:2]1[cH:3][cH:4][cH:5][cH:6][cH:7]1)[CH:8]1[N:9]([C:32]([CH:33]([NH2:34])[CH2:35][c:36]2[cH:37][cH:38][cH:39][cH:40][cH:41]2)=[O:42])[CH2:10][CH2:11][CH:12]([N:14]([C:15](=[O:16])[C:17]([F:18])([F:19])[F:20])[CH2:21][c:22]2[cH:23][cH:24][n:25][c:26]3[cH:27][cH:28][cH:29][cH:30][c:31]23)[CH2:13]1.[Na+:44]>>[CH2:1]([c:2]1[cH:3][cH:4][cH:5][cH:6][cH:7]1)[CH:8]1[N:9]([C:32]([CH:33]([NH2:34])[CH2:35][c:36]2[cH:37][cH:38][cH:39][cH:40][cH:41]2)=[O:42])[CH2:10][CH2:11][CH:12]([NH:14][CH2:21][c:22]2[cH:23][cH:24][n:25][c:26]3[cH:27][cH:28][cH:29][cH:30][c:31]23)[CH2:13]1. The reactants are C1CCNC1, Brc1cccc(OCc2ccccc2)n1, CC(C)(C)[O-], Cc1ccccc1, CCOC(C)=O, [Na+]. Yields the product c1ccc(COc2cccc(N3CCCC3)n2)cc1. As a reaction SMILES: [CH2:16]1[CH2:17][CH2:18][NH:19][CH2:20]1.[CH2:1]([c:2]1[cH:3][cH:4][cH:5][cH:6][cH:7]1)[O:8][c:9]1[n:10][c:11]([Br:15])[cH:12][cH:13][cH:14]1.[CH3:21][C:22]([CH3:23])([O-:24])[CH3:25].[CH3:27][c:28]1[cH:29][cH:30][cH:31][cH:32][cH:33]1.[CH3:34][CH2:35][O:36][C:37](=[O:38])[CH3:39].[Na+:26]>>[CH2:1]([c:2]1[cH:3][cH:4][cH:5][cH:6][cH:7]1)[O:8][c:9]1[n:10][c:11]([N:19]2[CH2:18][CH2:17][CH2:16][CH2:20]2)[cH:12][cH:13][cH:14]1. Starting materials: [OH-].[Na+] (sodium hydroxide), S(O)(O)(=O)=O (Sulphuric acid), NC1=CC=C(C=C1)CC(=O)O (4-Aminophenylacetic acid), OCC(O)CO (glycerol), S(O)(O)(=O)=O (sulphuric acid), CO (methanol), [OH-].[Na+] (NaOH). Reagents/catalysts: II (iodine). Conditions: temperature 140 celsius. The product is COC(CC=1C=C2C=CC=NC2=CC1)=O (methyl-2-(quinolin-6-yl)acetate). RXN SMILES: S(=O)(=O)(O)O.[NH2:6][C:7]1[CH:12]=[CH:11][C:10]([CH2:13][C:14]([OH:16])=[O:15])=[CH:9][CH:8]=1.O[CH2:18][CH:19]([CH2:21]O)O.[OH-].[Na+].[CH3:25]O>II>[CH3:25][O:15][C:14](=[O:16])[CH2:13][C:10]1[CH:11]=[C:12]2[C:7](=[CH:8][CH:9]=1)[N:6]=[CH:21][CH:19]=[CH:18]2 |f:3.4|. Reported procedure: Sulphuric acid (67.5 ml) was added to 4-Aminophenylacetic acid (45 g, 297 mmol), glycerol (61.7 g, 67 mmol), and iodine (1.14 g, 4 mmol) drop-wise at rt. The mixture was heated to 140° C. for 24 h. After that reaction mixture cooled to rt and pH adjusted to 5 using 10% sodium hydroxide solution. To this methanol (350 ml) and sulphuric acid (3 ml) was added and heated to 100° C. for 24 h. Reaction mixture filtered through celite and filtrate was evaporated on rotavapour to obtain the residue. pH ...